Dataset: the Open Reaction Database (ORD), a public repository of structured organic reaction records. Task: describe an organic reaction: reactants, conditions, products, and yield The reactants are ClC=1C(=CC(=C(C1)N)N)C (5-chloro-4-methyl-1,2-phenylenediamine), C(=O)O (formic acid), [OH-].[NH4+] (ammonium hydroxide). The solvent is Cl (hydrochloric acid). Run at temperature 50 celsius. Product: ClC=1C(=CC2=C(NC=N2)C1)C (6-chloro-5-methyl-1H-benzoimidazole). Reaction SMILES: [Cl:1][C:2]1[C:3]([CH3:10])=[CH:4][C:5]([NH2:9])=[C:6]([NH2:8])[CH:7]=1.[OH-].[NH4+].[CH:13](O)=O>Cl>[Cl:1][C:2]1[C:3]([CH3:10])=[CH:4][C:5]2[N:9]=[CH:13][NH:8][C:6]=2[CH:7]=1 |f:1.2|. Reported procedure: A solution of 5-chloro-4-methyl-1,2-phenylenediamine (7.8 g) in a mixture of formic acid (35 mL) and hydrochloric acid (300 mL) was heated at 50° C. for 3 hours then treated with ammonium hydroxide solution until the solution was basic. The reaction mixture was then extracted with dichloromethane. The extracts were evaporated to give 6-chloro-5-methyl-1H-benzoimidazole (7 g). The reactants are N1=CC(=CC=C1)C1=C(N)C=CC=C1 (2-(pyridin-3-yl)aniline), C(C)O (ethanol), N#CBr (cyanogen bromide), hexanes ethyl acetate. Yields the product N1C=C(C2=CC=CC=C12)C=CC=O (3-(1H-indol-3-yl)acrylaldehyde). Reaction SMILES: N1[CH:6]=[CH:5][CH:4]=[C:3]([C:7]2[CH:13]=[CH:12][CH:11]=[CH:10][C:8]=2[NH2:9])[CH:2]=1.N#CBr.C([OH:19])C>>[NH:9]1[C:8]2[C:7](=[CH:13][CH:12]=[CH:11][CH:10]=2)[C:3]([CH:4]=[CH:5][CH:6]=[O:19])=[CH:2]1. Procedure details: To a solution of 10.0 g of 2-(pyridin-3-yl)aniline (58.7 mmol) in 100 mL ethanol is slowly added 6.2 mL of cyanogen bromide (12.4 g, 118 mmol). The reaction is heated to reflux for 1 hour, monitoring by TLC (silica, hexanes:ethyl acetate 1:1) for formation of the Zincke salt. The reaction is then quenched via addition of 50 mL saturated NH4Cl, and extracted with 3×50 mL dichloromethane. The combined organic layers are washed 3×100 mL saturated NH4Cl, followed by drying over anhydrous Na2SO4 and ... Starting materials: ClC1=C(C(=O)O)C=CC=N1 (2-chloronicotinic acid), C(C)NC1=CC=C(C=C1)Br (N-ethyl-4-bromoaniline), S(=O)(Cl)Cl (thionyl chloride), [S-]C#N.[NH4+] (ammonium thiocyanate). Run in CC(=O)C (acetone), CN(C)C=O (DMF), CC(=O)C (acetone). Product: BrC1=CC=C(C=C1)N(CC)C=1SC2=C(C(N1)=O)C=CC=N2 (2-[N-(4-bromophenyl)-N-ethylamino)-4H-pyrido[3,2-e]-1,3-thiazin-4-one). Yield: 75.3%. As a reaction SMILES: Cl[C:2]1[N:10]=[CH:9][CH:8]=[CH:7][C:3]=1[C:4]([OH:6])=O.S(Cl)(Cl)=O.[S-:15][C:16]#[N:17].[NH4+].[CH2:19]([NH:21][C:22]1[CH:27]=[CH:26][C:25]([Br:28])=[CH:24][CH:23]=1)[CH3:20]>CC(C)=O.CN(C=O)C>[Br:28][C:25]1[CH:26]=[CH:27][C:22]([N:21]([C:16]2[S:15][C:2]3[N:10]=[CH:9][CH:8]=[CH:7][C:3]=3[C:4](=[O:6])[N:17]=2)[CH2:19][CH3:20])=[CH:23][CH:24]=1 |f:2.3|. Procedure: The reaction procedure of Example 57 was followed except that 1.203 g (7.63 mmol) of 2-chloronicotinic acid, 15 ml of thionyl chloride, two droplets of DMF, 639 mg of ammonium thiocyanate, 15 ml of acetone, 1.53 g of N-ethyl-4-bromoaniline and 10 ml of acetone were used. The product was then recrystallized from ethanol to obtain 2.08 g of 2-[N-(4-bromophenyl)-N-ethylamino)-4H-pyrido[3,2-e]-1,3-thiazin-4-one.